Dataset: the Open Reaction Database (ORD), a public repository of structured organic reaction records. Task: describe an organic reaction: reactants, conditions, products, and yield Starting materials: CC(=O)O[BH-](OC(C)=O)OC(C)=O, CC(=O)O, CC=O, O=C(CNCc1ccc(Oc2ccc(NCc3ccc(Cl)c(Cl)c3)cn2)cc1)N1CCN(Cc2ccc3c(c2)OCO3)CC1, CC(Cl)Cl, [Na+]. Yields the product CCN(Cc1ccc(Cl)c(Cl)c1)c1ccc(Oc2ccc(CNCC(=O)N3CCN(Cc4ccc5c(c4)OCO5)CC3)cc2)nc1. Reaction SMILES: [C:48]([O:49][BH-:50]([O:51][C:52](=[O:53])[CH3:54])[O:55][C:56](=[O:57])[CH3:58])(=[O:59])[CH3:60].[CH3:62][C:63](=[O:64])[OH:65].[CH:45]([CH3:46])=[O:47].[Cl:1][c:2]1[cH:3][c:4]([CH2:5][NH:6][c:7]2[cH:8][cH:9][c:10]([O:13][c:14]3[cH:15][cH:16][c:17]([CH2:20][NH:21][CH2:22][C:23](=[O:24])[N:25]4[CH2:26][CH2:27][N:28]([CH2:31][c:32]5[cH:33][c:34]6[c:38]([cH:39][cH:40]5)[O:37][CH2:36][O:35]6)[CH2:29][CH2:30]4)[cH:18][cH:19]3)[n:11][cH:12]2)[cH:41][cH:42][c:43]1[Cl:44].[Cl:66][CH:67]([Cl:68])[CH3:69].[Na+:61]>>[Cl:1][c:2]1[cH:3][c:4]([CH2:5][N:6]([c:7]2[cH:8][cH:9][c:10]([O:13][c:14]3[cH:15][cH:16][c:17]([CH2:20][NH:21][CH2:22][C:23](=[O:24])[N:25]4[CH2:26][CH2:27][N:28]([CH2:31][c:32]5[cH:33][c:34]6[c:38]([cH:39][cH:40]5)[O:37][CH2:36][O:35]6)[CH2:29][CH2:30]4)[cH:18][cH:19]3)[n:11][cH:12]2)[CH2:45][CH3:46])[cH:41][cH:42][c:43]1[Cl:44]. Starting materials: CI, CC(C)C(=O)Oc1ccc2c(c1Cl)Sc1ccccc1N2, [H-], [Na+], CN(C)C=O, O. The product is CC(C)C(=O)Oc1ccc2c(c1Cl)Sc1ccccc1N2C. RXN SMILES: [CH3:22][I:23].[Cl:1][c:2]1[c:3]([O:16][C:17]([CH:18]([CH3:19])[CH3:20])=[O:21])[cH:4][cH:5][c:6]2[c:15]1[S:14][c:13]1[c:8]([cH:9][cH:10][cH:11][cH:12]1)[NH:7]2.[H-:24].[Na+:25].[O:27]=[CH:28][N:29]([CH3:30])[CH3:31].[OH2:26]>>[Cl:1][c:2]1[c:3]([O:16][C:17]([CH:18]([CH3:19])[CH3:20])=[O:21])[cH:4][cH:5][c:6]2[c:15]1[S:14][c:13]1[c:8]([cH:9][cH:10][cH:11][cH:12]1)[N:7]2[CH3:22]. Starting materials: CCOC(=O)COc1cccc(CCCOS(C)(=O)=O)c1, CCOC(C)=O, CC(C)=O, [I-], [Na+]. The product is CCOC(=O)COc1cccc(CCCI)c1. RXN SMILES: [CH3:1][S:2]([O:3][CH2:6][CH2:7][CH2:8][c:9]1[cH:10][c:11]([O:12][CH2:13][C:14](=[O:15])[O:16][CH2:17][CH3:18])[cH:19][cH:20][cH:21]1)(=[O:4])=[O:5].[CH3:24][CH2:25][O:26][C:27]([CH3:28])=[O:29].[CH3:30][C:31](=[O:32])[CH3:33].[I-:23].[Na+:22]>>[CH2:6]([CH2:7][CH2:8][c:9]1[cH:10][c:11]([O:12][CH2:13][C:14](=[O:15])[O:16][CH2:17][CH3:18])[cH:19][cH:20][cH:21]1)[I:23]. The reactants are COC1=C(C=CC(=C1)N1N=CC=C1)C1=NN=C(S1)N(C1CC(NC(C1)(C)C)(C)C)C (5-(2-methoxy-4-(1H-pyrazol-1-yl)phenyl)-N-methyl-N-(2,2,6,6-tetramethylpiperidin-4-yl)-1,3,4-thiadiazol-2-amine), B(Br)(Br)Br (BBr3). Run in C(Cl)Cl (DCM). Run at time 2 hour. The product is CN(C1=NN=C(S1)C1=C(C=C(C=C1)N1N=CC=C1)O)C1CC(NC(C1)(C)C)(C)C (2-(5-(methyl(2,2,6,6-tetramethylpiperidin-4-yl)amino)-1,3,4-thiadiazol-2-yl)-5-(1H-pyrazol-1-yl)phenol). The yield is 51.6%. RXN SMILES: C[O:2][C:3]1[CH:8]=[C:7]([N:9]2[CH:13]=[CH:12][CH:11]=[N:10]2)[CH:6]=[CH:5][C:4]=1[C:14]1[S:18][C:17]([N:19]([CH3:30])[CH:20]2[CH2:25][C:24]([CH3:27])([CH3:26])[NH:23][C:22]([CH3:29])([CH3:28])[CH2:21]2)=[N:16][N:15]=1.B(Br)(Br)Br>C(Cl)Cl>[CH3:30][N:19]([CH:20]1[CH2:25][C:24]([CH3:27])([CH3:26])[NH:23][C:22]([CH3:29])([CH3:28])[CH2:21]1)[C:17]1[S:18][C:14]([C:4]2[CH:5]=[CH:6][C:7]([N:9]3[CH:13]=[CH:12][CH:11]=[N:10]3)=[CH:8][C:3]=2[OH:2])=[N:15][N:16]=1. Reported procedure: To a solution of 5-(2-methoxy-4-(1H-pyrazol-1-yl)phenyl)-N-methyl-N-(2,2,6,6-tetramethylpiperidin-4-yl)-1,3,4-thiadiazol-2-amine (Example 1) (30 mg, 0.070 mmol) in DCM (1.5 mL) was added BBr3 (1M solution in heptane, 0.352 mL, 0.352 mmol). The resulting bright yellow suspension was stirred at room temperature for 2 h. The reaction mixture was quenched by addition of MeOH (5 mL) and the resulting solution was loaded onto a 1 g SCX cartridge (pre-wet with MeOH). The cartridge was washed with MeOH ...